Task: describe an organic reaction: reactants, conditions, products, and yield. Dataset: the Open Reaction Database (ORD), a public repository of structured organic reaction records Reactants: [BH4-], CCO, O=C1C=C(c2ccncc2[N+](=O)[O-])CCC1, [Na+]. Product: O=[N+]([O-])c1cnccc1C1=CC(O)CCC1. As a reaction SMILES: [BH4-:17].[CH3:19][CH2:20][OH:21].[N+:1](=[O:2])([O-:3])[c:4]1[cH:5][n:6][cH:7][cH:8][c:9]1[C:10]1=[CH:11][C:12](=[O:16])[CH2:13][CH2:14][CH2:15]1.[Na+:18]>>[N+:1](=[O:2])([O-:3])[c:4]1[cH:5][n:6][cH:7][cH:8][c:9]1[C:10]1=[CH:11][CH:12]([OH:16])[CH2:13][CH2:14][CH2:15]1.